Dataset: the Open Reaction Database (ORD), a public repository of structured organic reaction records. Task: describe an organic reaction: reactants, conditions, products, and yield The reactants are CC(C)(C)COC1CN(C(=O)OC(C)(C)C)C(CO)CO1, CS(C)=O, CCN(C(C)C)C(C)C, [Cl-], ClCCl, [Na+], O=S(=O)=O, c1ccncc1. Product: CC(C)(C)COC1CN(C(=O)OC(C)(C)C)C(C=O)CO1. RXN SMILES: [C:11]([CH3:12])([CH3:13])([CH3:14])[O:15][C:16](=[O:17])[N:18]1[CH2:19][CH:20]([O:26][CH2:27][C:28]([CH3:29])([CH3:30])[CH3:31])[O:21][CH2:22][CH:23]1[CH2:24][OH:25].[CH3:43][S:44]([CH3:45])=[O:46].[CH:32]([N:33]([CH2:34][CH3:35])[CH:36]([CH3:37])[CH3:38])([CH3:39])[CH3:40].[Cl-:42].[Cl:47][CH2:48][Cl:49].[Na+:41].[S:1](=[O:2])(=[O:3])=[O:4].[n:5]1[cH:6][cH:7][cH:8][cH:9][cH:10]1>>[C:11]([CH3:12])([CH3:13])([CH3:14])[O:15][C:16](=[O:17])[N:18]1[CH2:19][CH:20]([O:26][CH2:27][C:28]([CH3:29])([CH3:30])[CH3:31])[O:21][CH2:22][CH:23]1[CH:24]=[O:25]. Reactants: Cl (Hydrogen chloride), CC(CC=1N=C(N(C1)C(C1=CC=CC=C1)(C1=CC=CC=C1)C1=CC=CC=C1)CC(C(F)F)(O)C1=CC=C(C=C1)C1=CC=NN1C)(C)C (3-[4-(2,2-dimethylpropyl)-1-trityl-1H-imidazol-2-yl]-1,1-difluoro-2-[4-(1-methyl-1H-pyrazol-5-yl)phenyl]propan-2-ol). Run in CO (methanol). Run at temperature 70 celsius, time 1 hour. Product: CC(CC=1N=C(NC1)CC(C(F)F)(O)C1=CC=C(C=C1)C1=CC=NN1C)(C)C (3-[4-(2,2-dimethylpropyl)-1H-imidazol-2-yl]-1,1-difluoro-2-[4-(1-methyl-1H-pyrazol-5-yl)phenyl]propan-2-ol). RXN SMILES: Cl.[CH3:2][C:3]([CH3:48])([CH3:47])[CH2:4][C:5]1[N:6]=[C:7]([CH2:29][C:30]([C:35]2[CH:40]=[CH:39][C:38]([C:41]3[N:45]([CH3:46])[N:44]=[CH:43][CH:42]=3)=[CH:37][CH:36]=2)([OH:34])[CH:31]([F:33])[F:32])[N:8](C(C2C=CC=CC=2)(C2C=CC=CC=2)C2C=CC=CC=2)[CH:9]=1>CO>[CH3:2][C:3]([CH3:48])([CH3:47])[CH2:4][C:5]1[N:6]=[C:7]([CH2:29][C:30]([C:35]2[CH:40]=[CH:39][C:38]([C:41]3[N:45]([CH3:46])[N:44]=[CH:43][CH:42]=3)=[CH:37][CH:36]=2)([OH:34])[CH:31]([F:32])[F:33])[NH:8][CH:9]=1. Procedure details: Hydrogen chloride (4 M in 1,4-dioxane) (1 mL, 0.25 mmol) was added to an ambient temperature solution of 3-[4-(2,2-dimethylpropyl)-1-trityl-1H-imidazol-2-yl]-1,1-difluoro-2-[4-(1-methyl-1H-pyrazol-5-yl)phenyl]propan-2-ol (30 mg, 0.05 mmol) in methanol (1 mL). After stirring at 70° C. for 1 h, volatiles were removed in vacuo. The residue was partitioned between diethyl ether and 1 N hydrochloric acid. The aqueous phase was washed with diethyl ether, basified with 2.5 N aqueous sodium hydroxide an... Starting materials: CO, COC(=O)c1cc([N+](=O)[O-])c(C)s1, [Ni]. The product is COC(=O)c1cc(N)c(C)s1. RXN SMILES: [CH3:14][OH:15].[CH3:1][O:2][C:3](=[O:4])[c:5]1[s:6][c:7]([CH3:13])[c:8]([N+:10]([O-:11])=[O:12])[cH:9]1.[Ni:16]>>[CH3:1][O:2][C:3](=[O:4])[c:5]1[s:6][c:7]([CH3:13])[c:8]([NH2:10])[cH:9]1. Reaction SMILES: Br[C:2]([CH3:23])([CH3:22])[C:3]([NH:5][C:6]1[S:7][C:8]2[C:14]3[CH:15]=[N:16][NH:17][C:13]=3[CH:12]=[C:11]([C:18]([F:21])([F:20])[F:19])[C:9]=2[N:10]=1)=[O:4].[NH2:24][C:25]1[CH:26]=[CH:27][C:28]([Cl:41])=[C:29]([CH:40]=1)[C:30]([NH:32][CH2:33][CH2:34][C:35]([O:37][CH2:38][CH3:39])=[O:36])=[O:31].O>C(O)CO>[Cl:41][C:28]1[CH:27]=[CH:26][C:25]([NH:24][C:2]([CH3:23])([C:3](=[O:4])[NH:5][C:6]2[S:7][C:8]3[C:14]4[CH:15]=[N:16][NH:17][C:13]=4[CH:12]=[C:11]([C:18]([F:21])([F:20])[F:19])[C:9]=3[N:10]=2)[CH3:22])=[CH:40][C:29]=1[C:30]([NH:32][CH2:33][CH2:34][C:35]([O:37][CH2:38][CH3:39])=[O:36])=[O:31]. Solvent: C(CO)O (ethylene glycol). Yield: 13.4%. Procedure details: 0.1 g (0.25 mmol) of 2-bromo-2-methyl-N-(4-trifluoromethyl-6H-pyrazolo[4′,3′:3,4]benzo[1,2-d]thiazol-2-yl)-propionamide and 0.23 g (0.85 mmol) of ethyl 3-(5-amino-2-chlorobenzoylamino)-propionate were heated at 100° C. in 4 ml of ethylene glycol. After the completion of the reaction was confirmed by HPLC, the mixture was cooled to room temperature, and 4 ml of water was added to the mixture. The mixture was extracted with 4 ml of ethyl acetate twice, dried over 3 g of anhydrous magnesium sulfate... Product: ClC1=C(C(=O)NCCC(=O)OCC)C=C(C=C1)NC(C)(C(NC=1SC2=C(N1)C(=CC1=C2C=NN1)C(F)(F)F)=O)C (ethyl 3-{2-chloro-5-[1-methyl-1-(4-trifluoromethyl-6H-pyrazolo[4′,3′:3,4]benzo[1,2-d]thiazol-2-ylcarbamoyl)-ethylamino]-benzoylamino}-propionate). Starting materials: BrC(C(=O)NC=1SC2=C(N1)C(=CC1=C2C=NN1)C(F)(F)F)(C)C (2-bromo-2-methyl-N-(4-trifluoromethyl-6H-pyrazolo[4′,3′:3,4]benzo[1,2-d]thiazol-2-yl)-propionamide), NC=1C=CC(=C(C(=O)NCCC(=O)OCC)C1)Cl (ethyl 3-(5-amino-2-chlorobenzoylamino)-propionate), O (water). RXN SMILES: [Cl:1][C:2]1[CH:7]=[CH:6][C:5]([C:8]([OH:39])([C:33]2[N:34]([CH3:38])[CH:35]=[N:36][CH:37]=2)[C:9]2[CH:10]=[C:11]3[C:16](=[CH:17][CH:18]=2)[N:15]([CH3:19])[C:14](=[O:20])[CH:13]=[C:12]3[C:21]2[CH:26]=[CH:25][CH:24]=[C:23]([C:27]#[C:28][Si](C)(C)C)[CH:22]=2)=[CH:4][CH:3]=1.[F-].C([N+](CCCC)(CCCC)CCCC)CCC>C1COCC1>[Cl:1][C:2]1[CH:7]=[CH:6][C:5]([C:8]([OH:39])([C:33]2[N:34]([CH3:38])[CH:35]=[N:36][CH:37]=2)[C:9]2[CH:10]=[C:11]3[C:16](=[CH:17][CH:18]=2)[N:15]([CH3:19])[C:14](=[O:20])[CH:13]=[C:12]3[C:21]2[CH:26]=[CH:25][CH:24]=[C:23]([C:27]#[CH:28])[CH:22]=2)=[CH:4][CH:3]=1 |f:1.2|. Reactants: ClC1=CC=C(C=C1)C(C=1C=C2C(=CC(N(C2=CC1)C)=O)C1=CC(=CC=C1)C#C[Si](C)(C)C)(C=1N(C=NC1)C)O (6-[(4-Chloro-phenyl)-hydroxy-(3-methyl-3H-imidazol-4-yl)-methyl]-1-methyl-4-(3-trimethylsilanylethynyl-phenyl)-1H-quinolin-2-one), [F-].C(CCC)[N+](CCCC)(CCCC)CCCC (tetrabutylammonium fluoride). The yield is 89.2%. Conditions: time 8 hour. Reported procedure: 6-[(4-Chloro-phenyl)-hydroxy-(3-methyl-3H-imidazol-4-yl)-methyl]-1-methyl-4-(3-trimethylsilanylethynyl-phenyl)-1H-quinolin-2-one (3.88 g, 7.03 mMol) was dissolved in THF (10 mL) under an atmosphere of dry N2. To this solution was added a solution of 1.0 N tetrabutylammonium fluoride in THF (20 mL, 20 mMol). The reaction mixture was stirred overnight at ambient temperature and was then concentrated under vacuum. The residue was partitioned between 4-(dicyanomethylene)-2-methyl-6-(4-dimethylamino-... Yields the product ClC1=CC=C(C=C1)C(C=1C=C2C(=CC(N(C2=CC1)C)=O)C1=CC(=CC=C1)C#C)(C=1N(C=NC1)C)O (6-[(4-Chloro-Phenyl)-Hydroxy-(3-Methyl-3H-Imidazol-4-Yl)-Methyl]-4-(3-Ethynyl-Phenyl)-1-Methyl-1H-Quinolin-2-One). The solvent is C1CCOC1 (THF), C1CCOC1 (THF). Procedure: A cooled (0° C.) solution of 6-(cyclopropylmethyl(propyl)amino)pyrimidine-4-carboxylic acid (Intermediate 21, 112 mg; 0.45 mmol) in DCM was treated with diisopropylethylamine (78.4 mL; 0.52 mmol) and methyl chloroformate (36.2 mL; 0.47 mmol). After stirring at 0° C. for 15 minutes, 4-(1H-imidazol-1-ylmethyl)aniline (Maybridge, 117 mg; 0.67 mmol) was added and the mixture stirred for 72 hours. The solvent was evaporated and the compound purified by preparative HPLC to give the title compound as a... Product: C1(CC1)CN(C1=CC(=NC=N1)C(=O)NC1=CC=C(C=C1)CN1C=NC=C1)CCC (6-[(cyclopropylmethyl)(propyl)amino]-N-[4-(1H-imidazol-1-ylmethyl)phenyl]pyrimidine-4-carboxamide). Conditions: temperature 0 celsius, time 15 minute. Starting materials: N1(C=NC=C1)CC1=CC=C(N)C=C1 (4-(1H-imidazol-1-ylmethyl)aniline), C1(CC1)CN(C1=CC(=NC=N1)C(=O)O)CCC (6-[(cyclopropylmethyl)(propyl)amino]pyrimidine-4-carboxylic acid), C1(CC1)CN(C1=CC(=NC=N1)C(=O)O)CCC (6-[(cyclopropylmethyl)(propyl)amino]pyrimidine-4-carboxylic acid), C(C)(C)N(CC)C(C)C (diisopropylethylamine), ClC(=O)OC (methyl chloroformate). RXN SMILES: [CH:1]1([CH2:4][N:5]([CH2:15][CH2:16][CH3:17])[C:6]2[N:11]=[CH:10][N:9]=[C:8]([C:12]([OH:14])=O)[CH:7]=2)[CH2:3][CH2:2]1.C(N(C(C)C)CC)(C)C.ClC(OC)=O.[N:32]1([CH2:37][C:38]2[CH:44]=[CH:43][C:41]([NH2:42])=[CH:40][CH:39]=2)[CH:36]=[CH:35][N:34]=[CH:33]1>C(Cl)Cl>[CH:1]1([CH2:4][N:5]([CH2:15][CH2:16][CH3:17])[C:6]2[N:11]=[CH:10][N:9]=[C:8]([C:12]([NH:42][C:41]3[CH:40]=[CH:39][C:38]([CH2:37][N:32]4[CH:36]=[CH:35][N:34]=[CH:33]4)=[CH:44][CH:43]=3)=[O:14])[CH:7]=2)[CH2:2][CH2:3]1. The solvent is C(Cl)Cl (DCM). Starting materials: CC1=C(C(=C(C=C1C)C)C)O (2,3,5,6-tetramethylphenol), BrBr (bromine). The solvent is C(C)(=O)O (acetic acid), C(C)(=O)O (acetic acid). Reaction conditions: time 5 hour. Product: BrC1=C(C(=C(C(=C1C)C)O)C)C (4-bromo-2,3,5,6-tetramethylphenol). Yield: 65.5%. RXN SMILES: [CH3:1][C:2]1[C:7]([CH3:8])=[CH:6][C:5]([CH3:9])=[C:4]([CH3:10])[C:3]=1[OH:11].[Br:12]Br>C(O)(=O)C>[Br:12][C:6]1[C:5]([CH3:9])=[C:4]([CH3:10])[C:3]([OH:11])=[C:2]([CH3:1])[C:7]=1[CH3:8]. Procedure details: To a suspension of 2,3,5,6-tetramethylphenol (5.10 g, 34.0 mmol) in acetic acid (90 ml) was added dropwise a solution of bromine (1.98 mL, 38.6 mmol) in acetic acid (30 mL) at room temperature, and the mixture was stirred for 5 hr. The reaction mixture was concentrated under reduced pressure, and the residue was diluted with ethyl acetate, and washed successively with aqueous sodium thiosulfate solution and saturated brine. The organic layer was dried over anhydrous magnesium sulfate, and concen... Starting materials: O=C(O)c1cccc(-c2cnc3c(c2)N(Cc2cc(Cl)ccc2C(F)(F)F)CCN3)c1, NCc1ccccc1Cl. Yields the product O=C(NCc1ccccc1Cl)c1cccc(-c2cnc3c(c2)N(Cc2cc(Cl)ccc2C(F)(F)F)CCN3)c1. RXN SMILES: [Cl:1][c:2]1[cH:3][cH:4][c:5]([C:28]([F:29])([F:30])[F:31])[c:6]([CH2:7][N:8]2[c:9]3[c:10]([n:14][cH:15][c:16](-[c:18]4[cH:19][c:20]([C:21](=[O:22])[OH:23])[cH:24][cH:25][cH:26]4)[cH:17]3)[NH:11][CH2:12][CH2:13]2)[cH:27]1.[Cl:32][c:33]1[c:34]([CH2:35][NH2:36])[cH:37][cH:38][cH:39][cH:40]1>>[Cl:1][c:2]1[cH:3][cH:4][c:5]([C:28]([F:29])([F:30])[F:31])[c:6]([CH2:7][N:8]2[c:9]3[c:10]([n:14][cH:15][c:16](-[c:18]4[cH:19][c:20]([C:21](=[O:23])[NH:36][CH2:35][c:34]5[c:33]([Cl:32])[cH:40][cH:39][cH:38][cH:37]5)[cH:24][cH:25][cH:26]4)[cH:17]3)[NH:11][CH2:12][CH2:13]2)[cH:27]1. Reactants: CC(c1cccc2ccccc12)N(CC1CCN(c2cccc(C(=O)O)c2)CC1c1ccccc1F)C(=O)OC(C)(C)C, CCOC(C)=O, CCOC(C)=O, Cl. Yields the product Cl, CC(NCC1CCN(c2cccc(C(=O)O)c2)CC1c1ccccc1F)c1cccc2ccccc12. As a reaction SMILES: [C:1]([O:2][C:3](=[O:4])[N:8]([CH:9]([CH3:10])[c:11]1[cH:12][cH:13][cH:14][c:15]2[cH:16][cH:17][cH:18][cH:19][c:20]12)[CH2:21][CH:22]1[CH:23]([c:37]2[c:38]([F:43])[cH:39][cH:40][cH:41][cH:42]2)[CH2:24][N:25]([c:28]2[cH:29][c:30]([C:31](=[O:32])[OH:33])[cH:34][cH:35][cH:36]2)[CH2:26][CH2:27]1)([CH3:5])([CH3:6])[CH3:7].[C:44]([O:45][CH2:46][CH3:47])(=[O:48])[CH3:49].[CH3:51][CH2:52][O:53][C:54](=[O:55])[CH3:56].[ClH:50]>>[ClH:50].[NH:8]([CH:9]([CH3:10])[c:11]1[cH:12][cH:13][cH:14][c:15]2[cH:16][cH:17][cH:18][cH:19][c:20]12)[CH2:21][CH:22]1[CH:23]([c:37]2[c:38]([F:43])[cH:39][cH:40][cH:41][cH:42]2)[CH2:24][N:25]([c:28]2[cH:29][c:30]([C:31](=[O:32])[OH:33])[cH:34][cH:35][cH:36]2)[CH2:26][CH2:27]1. Starting materials: ClC1=NC(=NC=C1C#N)C1=NN(C2=CC=CC=C12)CC1=C(C=CC=C1)F (4-chloro-2-[1-(2-fluorobenzyl)-1H-indazol-3-yl]pyrimidine-5-carbonitrile), N1=CC=C(C=C1)N (pyridin-4-amine), C(C)N(C(C)C)C(C)C (N-ethyl-N-(propan-2-yl)propan-2-amine). The solvent is CN(C=O)C (N,N-dimethylformamide). The product is FC1=C(CN2N=C(C3=CC=CC=C23)C2=NC=C(C(=N2)NC2=CC=NC=C2)C#N)C=CC=C1 (2-[1-(2-fluorobenzyl)-1H-indazol-3-yl]-4-(pyridin-4-ylamino)pyrimidine-5-carbonitrile). RXN SMILES: Cl[C:2]1[C:7]([C:8]#[N:9])=[CH:6][N:5]=[C:4]([C:10]2[C:18]3[C:13](=[CH:14][CH:15]=[CH:16][CH:17]=3)[N:12]([CH2:19][C:20]3[CH:25]=[CH:24][CH:23]=[CH:22][C:21]=3[F:26])[N:11]=2)[N:3]=1.[N:27]1[CH:32]=[CH:31][C:30]([NH2:33])=[CH:29][CH:28]=1.C(N(C(C)C)C(C)C)C>CN(C)C=O>[F:26][C:21]1[CH:22]=[CH:23][CH:24]=[CH:25][C:20]=1[CH2:19][N:12]1[C:13]2[C:18](=[CH:17][CH:16]=[CH:15][CH:14]=2)[C:10]([C:4]2[N:3]=[C:2]([NH:33][C:30]3[CH:31]=[CH:32][N:27]=[CH:28][CH:29]=3)[C:7]([C:8]#[N:9])=[CH:6][N:5]=2)=[N:11]1. Procedure details: 73 mg of 4-chloro-2-[1-(2-fluorobenzyl)-1H-indazol-3-yl]pyrimidine-5-carbonitrile (1-14-1, 0.201 mmol, 1. eq.), 22.66 mg of pyridin-4-amine (0.241 mmol, 1.2 eq.), 42 μl of N-ethyl-N-(propan-2-yl)propan-2-amine (0.241 mmol, 1.2 eq.) and 1 ml of N,N-dimethylformamide were stirred at room temperature for 24 hours. The reaction mixture was partitioned between half-saturated aqueous sodium hydrogen carbonate solution and dichloromethane/isopropanol 4:1. The aqueous layer was extracted twice with dich...